Task: describe an organic reaction: reactants, conditions, products, and yield. Dataset: the Open Reaction Database (ORD), a public repository of structured organic reaction records Starting materials: product, Cl (hydrochloric acid), NC1=CC=C(C=C1)C=1C(=CC=CC1)C(=O)NC1=C(C=C(C(=O)N(C)C2=C(C=C(C=C2)C)OCCCCCC(=O)N2CCC(CC2)N(C)C)C=C1)OC (4-(4′-aminobiphenyl-2-carboxamido)-3-methoxy-N-[2-[5-(4-dimethylaminopiperidin-1-ylcarbonyl)pent-1-yloxy]-4-methylphenyl]-N-methylbenzamide), C=O (formalin), C(#N)[BH3-].[Na+] (sodium cyanoborohydride). Run in C(C)O (ethanol), CO (methanol), C(C)(=O)O (acetic acid). Run at time 3 hour. The product is Cl.Cl.CN(C1=CC=C(C=C1)C=1C(=CC=CC1)C(=O)NC1=C(C=C(C(=O)N(C)C2=C(C=C(C=C2)C)OCCCCCC(=O)N2CCC(CC2)N(C)C)C=C1)OC)C (4-(4′-dimethylaminobiphenyl-2-carboxamido)-3-methoxy-N-[2-[5-(4-dimethylaminopiperidin-1-ylcarbonyl)pent-1-yloxy]-4-methylphenyl]-N-methylbenzamide dihydrochloride). RXN SMILES: N[C:2]1[CH:7]=[CH:6][C:5]([C:8]2[C:9]([C:14]([NH:16][C:17]3[CH:50]=[CH:49][C:20]([C:21]([N:23]([C:25]4[CH:30]=[CH:29][C:28]([CH3:31])=[CH:27][C:26]=4[O:32][CH2:33][CH2:34][CH2:35][CH2:36][CH2:37][C:38]([N:40]4[CH2:45][CH2:44][CH:43]([N:46]([CH3:48])[CH3:47])[CH2:42][CH2:41]4)=[O:39])[CH3:24])=[O:22])=[CH:19][C:18]=3[O:51][CH3:52])=[O:15])=[CH:10][CH:11]=[CH:12][CH:13]=2)=[CH:4][CH:3]=1.[CH2:53]=O.[C:55]([BH3-])#[N:56].[Na+].[ClH:59]>CO.C(O)(=O)C.C(O)C>[ClH:59].[ClH:59].[CH3:53][N:56]([CH3:55])[C:2]1[CH:7]=[CH:6][C:5]([C:8]2[C:9]([C:14]([NH:16][C:17]3[CH:50]=[CH:49][C:20]([C:21]([N:23]([C:25]4[CH:30]=[CH:29][C:28]([CH3:31])=[CH:27][C:26]=4[O:32][CH2:33][CH2:34][CH2:35][CH2:36][CH2:37][C:38]([N:40]4[CH2:45][CH2:44][CH:43]([N:46]([CH3:48])[CH3:47])[CH2:42][CH2:41]4)=[O:39])[CH3:24])=[O:22])=[CH:19][C:18]=3[O:51][CH3:52])=[O:15])=[CH:10][CH:11]=[CH:12][CH:13]=2)=[CH:4][CH:3]=1 |f:2.3,8.9.10|. Procedure details: To a solution of 4-(4′-aminobiphenyl-2-carboxamido)-3-methoxy-N-[2-[5-(4-dimethylaminopiperidin-1-ylcarbonyl)pent-1-yloxy]-4-methylphenyl]-N-methylbenzamide (180 mg) and 37% formalin (3 ml) in methanol (20 ml) and acetic acid (0.5 ml) was added sodium cyanoborohydride (80 mg) at ambient temperature. The mixture was stirred at same temperature for 3 hours and quenched with saturated sodium hydrogen carbonate. The mixture was extracted with ethyl acetate and washed with saturated sodium hydrogen c... Starting materials: COc1cc(-c2nc3ccccc3o2)ccc1OS(=O)(=O)C(F)(F)F, [K+], [K+], O=C([O-])[O-], O, c1ccc(P(c2ccccc2)(c2ccccc2)[Pd](P(c2ccccc2)(c2ccccc2)c2ccccc2)(P(c2ccccc2)(c2ccccc2)c2ccccc2)P(c2ccccc2)(c2ccccc2)c2ccccc2)cc1, OB(O)c1cccnc1. Product: COc1cc(-c2nc3ccccc3o2)ccc1-c1cccnc1. As a reaction SMILES: [F:1][C:2]([F:3])([F:4])[S:5]([O:6][c:7]1[c:8]([O:22][CH3:23])[cH:9][c:10](-[c:13]2[o:14][c:15]3[c:16]([n:17]2)[cH:18][cH:19][cH:20][cH:21]3)[cH:11][cH:12]1)(=[O:24])=[O:25].[K+:26].[K+:27].[O-:28][C:29]([O-:30])=[O:31].[OH2:118].[cH:41]1[cH:42][cH:43][c:44]([P:45]([Pd:46]([P:47]([c:48]2[cH:49][cH:50][cH:51][cH:52][cH:53]2)([c:54]2[cH:55][cH:56][cH:57][cH:58][cH:59]2)[c:60]2[cH:61][cH:62][cH:63][cH:64][cH:65]2)([P:66]([c:67]2[cH:68][cH:69][cH:70][cH:71][cH:72]2)([c:73]2[cH:74][cH:75][cH:76][cH:77][cH:78]2)[c:79]2[cH:80][cH:81][cH:82][cH:83][cH:84]2)[P:85]([c:86]2[cH:87][cH:88][cH:89][cH:90][cH:91]2)([c:92]2[cH:93][cH:94][cH:95][cH:96][cH:97]2)[c:98]2[cH:99][cH:100][cH:101][cH:102][cH:103]2)([c:104]2[cH:105][cH:106][cH:107][cH:108][cH:109]2)[c:110]2[cH:111][cH:112][cH:113][cH:114][cH:115]2)[cH:116][cH:117]1.[n:32]1[cH:33][c:34]([B:38]([OH:39])[OH:40])[cH:35][cH:36][cH:37]1>>[c:7]1(-[c:34]2[cH:33][n:32][cH:37][cH:36][cH:35]2)[c:8]([O:22][CH3:23])[cH:9][c:10](-[c:13]2[o:14][c:15]3[c:16]([n:17]2)[cH:18][cH:19][cH:20][cH:21]3)[cH:11][cH:12]1. Starting materials: Br, O=C([O-])O, ClCCl, CCONC(=O)c1ccc(C)c(Nc2cc(N3CCCN(C)CC3)nc(N(C)CC(C)(C)C)n2)c1, [Na+], N#C[Na], O. Yields the product CCONC(=O)c1ccc(C)c(Nc2nc(N(C)CC(C)(C)C)nc(N3CCCN(C)CC3)c2C#N)c1. RXN SMILES: [Br:39].[C:40](=[O:41])([OH:42])[O-:43].[CH2:45]([Cl:46])[Cl:47].[CH3:1][C:2]([CH2:3][N:4]([c:5]1[n:6][c:7]([N:25]2[CH2:26][CH2:27][N:28]([CH3:32])[CH2:29][CH2:30][CH2:31]2)[cH:8][c:9]([NH:11][c:12]2[cH:13][c:14]([C:15](=[O:16])[NH:17][O:18][CH2:19][CH3:20])[cH:21][cH:22][c:23]2[CH3:24])[n:10]1)[CH3:33])([CH3:34])[CH3:35].[Na+:44].[Na:36][C:37]#[N:38].[OH2:48]>>[CH3:1][C:2]([CH2:3][N:4]([c:5]1[n:6][c:7]([N:25]2[CH2:26][CH2:27][N:28]([CH3:32])[CH2:29][CH2:30][CH2:31]2)[c:8]([C:37]#[N:38])[c:9]([NH:11][c:12]2[cH:13][c:14]([C:15](=[O:16])[NH:17][O:18][CH2:19][CH3:20])[cH:21][cH:22][c:23]2[CH3:24])[n:10]1)[CH3:33])([CH3:34])[CH3:35]. Starting materials: CO, O=C(O)C1CCc2ccccc21, ClCCl, O=S(Cl)Cl. The product is COC(=O)C1CCc2ccccc21. As a reaction SMILES: [CH3:17][OH:18].[CH:5]1([C:14](=[O:15])[OH:16])[CH2:6][CH2:7][c:8]2[cH:9][cH:10][cH:11][cH:12][c:13]21.[Cl:19][CH2:20][Cl:21].[S:1]([Cl:2])([Cl:3])=[O:4]>>[CH:5]1([C:14](=[O:15])[O:16][CH3:17])[CH2:6][CH2:7][c:8]2[cH:9][cH:10][cH:11][cH:12][c:13]21. Reactants: CSc1ccc(N)cc1, CCOCCO, COc1cc2ncc(C#N)c(Cl)c2cc1OC, Cl, c1ccncc1. Product: COc1cc2ncc(C#N)c(Nc3ccc(SC)cc3)c2cc1OC. Reaction SMILES: [CH3:25][S:26][c:27]1[cH:28][cH:29][c:30]([NH2:31])[cH:32][cH:33]1.[CH3:34][CH2:35][O:36][CH2:37][CH2:38][OH:39].[Cl:1][c:2]1[c:3]([C:16]#[N:17])[cH:4][n:5][c:6]2[cH:7][c:8]([O:14][CH3:15])[c:9]([O:12][CH3:13])[cH:10][c:11]12.[ClH:18].[n:19]1[cH:20][cH:21][cH:22][cH:23][cH:24]1>>[c:2]1([NH:31][c:30]2[cH:29][cH:28][c:27]([S:26][CH3:25])[cH:33][cH:32]2)[c:3]([C:16]#[N:17])[cH:4][n:5][c:6]2[cH:7][c:8]([O:14][CH3:15])[c:9]([O:12][CH3:13])[cH:10][c:11]12. Reactants: NC(CC1=CC=CC=C1)C(=O)O (d,1-phenylalanine), C([O-])([O-])=O.[Na+].[Na+] (sodium carbonate), O (water). Yield: 74.0%. RXN SMILES: [NH2:1][CH:2]([C:10]([OH:12])=[O:11])[CH2:3][C:4]1[CH:9]=[CH:8][CH:7]=[CH:6][CH:5]=1.[C:13](=[O:16])([O-])[O-].[Na+].[Na+].[OH2:19]>>[C:13]1(=[O:16])[N:1]([CH:2]([CH2:3][C:4]2[CH:9]=[CH:8][CH:7]=[CH:6][CH:5]=2)[C:10]([OH:12])=[O:11])[C:3](=[O:19])[C:4]2=[CH:9][CH:8]=[CH:7][CH:6]=[C:5]12 |f:1.2.3|. Procedure details: To a stirred solution of d,1-phenylalanine (4.17 g, 25.0 mmol) and sodium carbonate (2.78 g, 26.25 mmol) in 50 mL of water is added N-carboethoxyphthallmde (5.65 g, 25.0 mmol). The resulting slurry is stirred for 1.5 hour and filtered. The pH of the filtrate is adjusted to 1-2 with 4N hydrochloric acid with stirring. After 20 minutes, the slurry is refiltered and the solid washed with water. The solid is dried in vacuo (60° C., <1 mm) to afford 5.44 g (74%) of 2-phthalimido-3-phenylpropionic aci... Yields the product C1(C=2C(C(N1C(C(=O)O)CC1=CC=CC=C1)=O)=CC=CC2)=O (2-phthalimido-3-phenylpropionic acid). Conditions: time 1.5 hour. The reactants are FC(C(=O)N1C2(CCCC1)CC1=CC=C(C=C1CC2)OC)(F)F (1'-trifluoroacetyl-3,4-dihydro-6-methoxyspiro[naphthalene-2(1H),2'-piperidine]), FC(C(=O)OC(C(F)(F)F)=O)(F)F (trifluoroacetic anhydride), O (water), [N+](=O)([O-])[O-].[NH4+] (ammonium nitrate). Run in C(Cl)(Cl)Cl (chloroform). Run at time 8 hour. Yields the product FC(C(=O)N1C2(CCCC1)CC1=CC(=C(C=C1CC2)OC)[N+](=O)[O-])(F)F (1'-trifluoroacetyl-3,4-dihydro-6-methoxy-7-nitrospiro[naphthalene-2(1H),2'-piperidine]), FC(C(=O)N1C2(CCCC1)CC1=CC=C(C(=C1CC2)[N+](=O)[O-])OC)(F)F (1'-trifluoroacetyl-3,4-dihydro-6-methoxy-5-nitrospiro[naphthalene-2(1H),2'-piperidine]). RXN SMILES: [F:1][C:2]([F:23])([F:22])[C:3]([N:5]1[CH2:10][CH2:9][CH2:8][CH2:7][C:6]21[CH2:19][CH2:18][C:17]1[C:12](=[CH:13][CH:14]=[C:15]([O:20][CH3:21])[CH:16]=1)[CH2:11]2)=[O:4].[N+:24]([O-:27])([O-:26])=[O:25].[NH4+].FC(F)(F)C(OC(=O)C(F)(F)F)=O.O>C(Cl)(Cl)Cl>[F:23][C:2]([F:1])([F:22])[C:3]([N:5]1[CH2:10][CH2:9][CH2:8][CH2:7][C:6]21[CH2:19][CH2:18][C:17]1[C:12](=[CH:13][C:14]([N+:24]([O-:26])=[O:25])=[C:15]([O:20][CH3:21])[CH:16]=1)[CH2:11]2)=[O:4].[F:23][C:2]([F:1])([F:22])[C:3]([N:5]1[CH2:10][CH2:9][CH2:8][CH2:7][C:6]21[CH2:19][CH2:18][C:17]1[C:12](=[CH:13][CH:14]=[C:15]([O:20][CH3:21])[C:16]=1[N+:24]([O-:27])=[O:25])[CH2:11]2)=[O:4] |f:1.2|. Procedure details: 6.0 g of 1'-trifluoroacetyl-3,4-dihydro-6-methoxyspiro[naphthalene-2(1H),2'-piperidine] was dissolved in 150 ml of chloroform. After 1.5 g of ammonium nitrate was suspended in this solution, 9 ml of trifluoroacetic anhydride was added, followed by overnight stirring at room temperature. After water was added, the reaction mixture was extracted with methylene chloride. The extract was dried over anhydrous sodium sulfate and filtered, after which the solvent was distilled off. The residue was puri... The reactants are FC1=CC=C(C=C1)[C@@H](C(=O)O)C ((2S)-2-(4-fluorophenyl)propanoic acid), NCCCN1CCC(CC1)C=1C=C(C=CC1C)NC(C(C)C)=O (N-{3-[1-(3-aminopropyl)-4-piperidinyl]-4-methylphenyl}-2-methylpropanamide). As a reaction SMILES: [F:1][C:2]1[CH:7]=[CH:6][C:5]([C@H:8]([CH3:12])[C:9]([OH:11])=O)=[CH:4][CH:3]=1.[NH2:13][CH2:14][CH2:15][CH2:16][N:17]1[CH2:22][CH2:21][CH:20]([C:23]2[CH:24]=[C:25]([NH:30][C:31](=[O:35])[CH:32]([CH3:34])[CH3:33])[CH:26]=[CH:27][C:28]=2[CH3:29])[CH2:19][CH2:18]1>CO>[F:1][C:2]1[CH:3]=[CH:4][C:5]([C@H:8]([CH3:12])[C:9]([NH:13][CH2:14][CH2:15][CH2:16][N:17]2[CH2:22][CH2:21][CH:20]([C:23]3[CH:24]=[C:25]([NH:30][C:31](=[O:35])[CH:32]([CH3:34])[CH3:33])[CH:26]=[CH:27][C:28]=3[CH3:29])[CH2:19][CH2:18]2)=[O:11])=[CH:6][CH:7]=1. Yields the product FC1=CC=C(C=C1)[C@@H](C(=O)NCCCN1CCC(CC1)C1=C(C=CC(=C1)NC(C(C)C)=O)C)C ((2S)-2-(4-fluorophenyl)-N-(3-{4-[5-(isobutyrylamino)-2-methylphenyl]-1-piperidinyl}propyl) propanamide). Procedure: Example 168 was prepared from (2S)-2-(4-fluorophenyl)propanoic acid and N-{3-[1-(3-aminopropyl)-4-piperidinyl]-4-methylphenyl}-2-methylpropanamide according to the procedures described in Scheme 12; [α]D=+13.5° (C=1.02, MeOH): 1H NMR (400 MHz, CDCl3) δ 7.58–7.49 (m, 2 H), 7.37–7.29 (m, 2 H), 7.26–7.19 (m, 1 H), 7.06 (d, 1 H, J=8.0 Hz), 7.04–6.92 (m, 3 H), 3.56 (t, 1 H, J=6.8 Hz), 3.43–3.23 (m, 2 H), 2.95 (ABq, 2 H), 2.63–2.59 (m, 1 H), 2.59–2.45 (m, 1 H), 2.37 (t, 2 H, J=6.0 Hz), 2.27 (s, 3 H), ... Solvent: CO (MeOH). The solvent is C(C)(=O)OCC (ethyl acetate). The yield is 46.4%. RXN SMILES: [OH:1][C:2]1[C:28]([O:29][CH3:30])=[CH:27][C:5]2[NH:6][C:7](=[O:26])[C:8]3[CH:14]=[CH:13][C:12]([C:15]4[CH:20]=[CH:19][C:18]([N+:21]([O-:23])=[O:22])=[C:17]([O:24][CH3:25])[CH:16]=4)=[CH:11][C:9]=3[NH:10][C:4]=2[CH:3]=1.Br[CH2:32][CH:33]1[CH2:38][CH2:37][CH2:36][CH2:35][O:34]1.C([O-])([O-])=O.[K+].[K+].CN(C=O)C>C(OCC)(=O)C>[CH3:30][O:29][C:28]1[C:2]([O:1][CH2:32][CH:33]2[CH2:38][CH2:37][CH2:36][CH2:35][O:34]2)=[CH:3][C:4]2[NH:10][C:9]3[CH:11]=[C:12]([C:15]4[CH:20]=[CH:19][C:18]([N+:21]([O-:23])=[O:22])=[C:17]([O:24][CH3:25])[CH:16]=4)[CH:13]=[CH:14][C:8]=3[C:7](=[O:26])[NH:6][C:5]=2[CH:27]=1 |f:2.3.4|. Yields the product COC=1C(=CC2=C(NC(C3=C(N2)C=C(C=C3)C3=CC(=C(C=C3)[N+](=O)[O-])OC)=O)C1)OCC1OCCCC1 (8-methoxy-3-(3-methoxy-4-nitrophenyl)-7-(tetrahydro-2H-pyran-2-ylmethoxy)-5,10-dihydro-11H-dibenzo[b,e][1,4]diazepin-11-one). Procedure details: A mixture of Example 476I (40 mg, 0.098 mmol), 2-bromomethyl-tetrahydro-2H-pyran (0.13 mL, 0.98 mmol), K2CO3 (136 mg, 0.98 mmol) and DMF (2 mL) was heated at 100° C. overnight, cooled to room temperature, diluted with ethyl acetate, washed with water and brine, dried (MgSO4), filtered and concentrated under vacuum. The residue was purified by column chromatography on silica gel with 49:1 dichloromethane/methanol to provide 23 mg (47%) of the desired product. MS (ESI) m/e 506 (M+H)+; 1H NMR (300 ... Reactants: OC1=CC2=C(NC(C3=C(N2)C=C(C=C3)C3=CC(=C(C=C3)[N+](=O)[O-])OC)=O)C=C1OC (7-hydroxy-8-methoxy-3-(3-methoxy-4-nitrophenyl)-5,10-dihydro-11H-dibenzo[b,e][1,4]diazepin-11-one), BrCC1OCCCC1 (2-bromomethyl-tetrahydro-2H-pyran), C(=O)([O-])[O-].[K+].[K+] (K2CO3), CN(C)C=O (DMF). Starting materials: O1CCC2=C1C=CC(=C2)C[C@H](C)N(CC)CC2CCN(CC2)S(=O)(=O)Cl ((S)-N-[2-(2,3-dihydrobenzofuran-5-yl)-1-methylethyl]-N-ethyl-(1-chlorosulfonylpiperidin-4-ylmethyl)amine), N1CCOCC1 (morpholine), C(C)(C)N(CC)C(C)C (diisopropylethylamine). The solvent is O1CCCC1 (tetrahydrofuran). Run at time 16 hour. The product is O1CCC2=C1C=CC(=C2)C[C@H](C)N(CC)CC2CCN(CC2)S(=O)(=O)N2CCOCC2 ((S)-N-[2-(2,3-dihydrobenzofuran-5-yl)-1-methylethyl]-N-ethyl-[1-(morpholine-4-sulfonyl)-piperidin-4-ylmethyl]amine). As a reaction SMILES: [O:1]1[C:5]2[CH:6]=[CH:7][C:8]([CH2:10][C@@H:11]([N:13]([CH2:16][CH:17]3[CH2:22][CH2:21][N:20]([S:23](Cl)(=[O:25])=[O:24])[CH2:19][CH2:18]3)[CH2:14][CH3:15])[CH3:12])=[CH:9][C:4]=2[CH2:3][CH2:2]1.[NH:27]1[CH2:32][CH2:31][O:30][CH2:29][CH2:28]1.C(N(C(C)C)CC)(C)C>O1CCCC1>[O:1]1[C:5]2[CH:6]=[CH:7][C:8]([CH2:10][C@@H:11]([N:13]([CH2:16][CH:17]3[CH2:22][CH2:21][N:20]([S:23]([N:27]4[CH2:32][CH2:31][O:30][CH2:29][CH2:28]4)(=[O:25])=[O:24])[CH2:19][CH2:18]3)[CH2:14][CH3:15])[CH3:12])=[CH:9][C:4]=2[CH2:3][CH2:2]1. Reported procedure: A mixture of (S)-N-[2-(2,3-dihydrobenzofuran-5-yl)-1-methylethyl]-N-ethyl-(1-chlorosulfonylpiperidin-4-ylmethyl)amine (0.18 grams, 0.45 mmole), morpholine (0.04 grams, 0.45 mmol) and diisopropylethylamine (0.12 grams, 0.93 mmole) in tetrahydrofuran (10 ml) was stirred at room temperature for 16 hours. The solvent was removed under reduced pressure and the residue was partitioned between dichloromethane and water. The organic layer was dried over potassium carbonate and evaporated to give a resid...